This data is from the Open Reaction Database (ORD), a public repository of structured organic reaction records. The task is: describe an organic reaction: reactants, conditions, products, and yield The reactants are CCCCc1ccc(C2CC2C(=O)OCC)s1, CO, [Cl-], Cl, [K+], [Na+], [OH-], O. Product: CCCCc1ccc(C2CC2C(=O)O)s1. RXN SMILES: [CH2:1]([CH2:2][CH2:3][CH3:4])[c:5]1[cH:6][cH:7][c:8]([CH:10]2[CH:11]([C:13](=[O:14])[O:15][CH2:16][CH3:17])[CH2:12]2)[s:9]1.[CH3:23][OH:24].[Cl-:22].[ClH:20].[K+:19].[Na+:21].[OH-:18].[OH2:25]>>[CH2:1]([CH2:2][CH2:3][CH3:4])[c:5]1[cH:6][cH:7][c:8]([CH:10]2[CH:11]([C:13](=[O:14])[OH:15])[CH2:12]2)[s:9]1. Yields the product S1C(=CC=C1C(=O)O)C(=O)O (2,5-thiophenedicarboxylic acid). The reactants are CCOCC (ether), IC=1SC(=CC1)I (2,5-diiodothiophene), S(O)(O)(=O)=O (sulfuric acid), C(CCC)[Li] (n-butyllithium), C(=O)=O (carbon dioxide). Reported procedure: To a solution of 2.5 g. of 2,5-diiodothiophene in 5 ml. of anhydrous tetrahydrofuran and 5 ml. of anhydrous ether at -5°, under nitrogen, is added dropwise over the period of one-half hour 14.92 ml. of 1.5 M n-butyllithium. After standing for two hours at 0°, carbon dioxide gas is added to the mixture for one-half hour at 0° and one-half hour at 10°. The reaction mixture is stirred at room temperature overnight. Water is added, the aqueous layer is acidified with 2N sulfuric acid, and the soluti... Conditions: time 2 hour. As a reaction SMILES: I[C:2]1[S:3][C:4](I)=[CH:5][CH:6]=1.C([Li])CCC.[C:13](=[O:15])=[O:14].S(=O)(=O)(O)[OH:17].CC[O:23][CH2:24]C>O.O1CCCC1>[S:3]1[C:4]([C:13]([OH:15])=[O:14])=[CH:5][CH:6]=[C:2]1[C:24]([OH:23])=[O:17]. Isolated yield 60.0%. The solvent is O1CCCC1 (tetrahydrofuran), O (Water). Starting materials: NC1=CC2=C(NC(CCC2(C)C)=O)C=C1 (7-Amino-5,5-dimethyl-1,3,4,5-tetrahydro-benzo[b]azepin-2-one), CNC(=O)C=1SC=C(C1NC1=NC(=NC=C1Cl)Cl)C (3-(2,5-Dichloro-pyrimidin-4-ylamino)-4-methyl-thiophene-2-carboxylic acid methylamide). The product is CNC(=O)C=1SC=C(C1NC1=NC(=NC=C1Cl)NC1=CC2=C(NC(CCC2(C)C)=O)C=C1)C (3-[5-Chloro-2-(5,5-dimethyl-2-oxo-2,3,4,5-tetrahydro-1H-benzo[b]azepin-7-ylamino)-pyrimidin-4-ylamino]-4-methyl-thiophene-2-carboxylic acid methylamide), solid. Yield: 11.0%. As a reaction SMILES: [NH2:1][C:2]1[CH:15]=[CH:14][C:5]2[NH:6][C:7](=[O:13])[CH2:8][CH2:9][C:10]([CH3:12])([CH3:11])[C:4]=2[CH:3]=1.[CH3:16][NH:17][C:18]([C:20]1[S:21][CH:22]=[C:23]([CH3:34])[C:24]=1[NH:25][C:26]1[C:31]([Cl:32])=[CH:30][N:29]=[C:28](Cl)[N:27]=1)=[O:19]>>[CH3:16][NH:17][C:18]([C:20]1[S:21][CH:22]=[C:23]([CH3:34])[C:24]=1[NH:25][C:26]1[C:31]([Cl:32])=[CH:30][N:29]=[C:28]([NH:1][C:2]2[CH:15]=[CH:14][C:5]3[NH:6][C:7](=[O:13])[CH2:8][CH2:9][C:10]([CH3:12])([CH3:11])[C:4]=3[CH:3]=2)[N:27]=1)=[O:19]. Procedure details: The title compound was prepared in an analogous manner to the preparation of example 381 by combining 7-Amino-5,5-dimethyl-1,3,4,5-tetrahydro-benzo[b]azepin-2-one and 3-(2,5-Dichloro-pyrimidin-4-ylamino)-4-methyl-thiophene-2-carboxylic acid methylamide to yield an orange solid (11%). LCMS: m/z=485.08 (M+H+), 1H NMR (400 MHz, CDCl3) δ 8.91 (s, 1H), 8.05 (m, 2H), 7.65 (s, 1H), 7.45 (d, 1H, J=8.6 Hz), 7.29 (m, 1H), 7.01 (s, 1H), 6.75 (d, 1H, J=8.6 Hz), 6.11 (m, 1H), 3.52 (m, 3H), 2.93 (d, 3H, J=4.8... Reactants: O=C1CN(Cc2ccccc2)CC(=O)N1c1cc(Cc2n[nH]c(=O)c3ccccc23)ccc1F, CO, O=C[O-], [NH4+], O. Product: O=C1CNCC(=O)N1c1cc(Cc2n[nH]c(=O)c3ccccc23)ccc1F. As a reaction SMILES: [CH2:5]([c:6]1[cH:7][cH:8][cH:9][cH:10][cH:11]1)[N:12]1[CH2:13][C:14](=[O:38])[N:15]([c:19]2[c:20]([F:37])[cH:21][cH:22][c:23]([CH2:25][c:26]3[n:27][nH:28][c:29](=[O:36])[c:30]4[cH:31][cH:32][cH:33][cH:34][c:35]34)[cH:24]2)[C:16](=[O:18])[CH2:17]1.[CH3:39][OH:40].[CH:1]([O-:2])=[O:3].[NH4+:4].[OH2:41]>>[NH:12]1[CH2:13][C:14](=[O:38])[N:15]([c:19]2[c:20]([F:37])[cH:21][cH:22][c:23]([CH2:25][c:26]3[n:27][nH:28][c:29](=[O:36])[c:30]4[cH:31][cH:32][cH:33][cH:34][c:35]34)[cH:24]2)[C:16](=[O:18])[CH2:17]1. The reactants are C1=C(C=CC2=CC=CC=C12)C1=CC=C(C=C1)C1(C2=CC=CC=C2C(C=2C=CC=CC12)(O)C1=CC=C(C=C1)C1=CC2=CC=CC=C2C=C1)O (9,10-bis(4-(2-Naphthyl)phenyl)-9,10-dihydroxy-9,10-dihydro-anthracene), resultant suspension, I (hydroiodic acid), aqueous solution, [PH2](=O)O (hypophosphorous acid). Run in C(C)(=O)O (acetic acid). Conditions: temperature 100 celsius, time 7 hour. The product is C1=C(C=CC2=CC=CC=C12)C1=CC=C(C=C1)C=1C2=CC=CC=C2C(=C2C=CC=CC12)C1=CC=C(C=C1)C1=CC2=CC=CC=C2C=C1 (9,10-bis(4-(2-naphthyl)phenyl)anthracene). Isolated yield 99.4%. Reaction SMILES: [CH:1]1[C:10]2[C:5](=[CH:6][CH:7]=[CH:8][CH:9]=2)[CH:4]=[CH:3][C:2]=1[C:11]1[CH:16]=[CH:15][C:14]([C:17]2(O)[C:30]3[CH:29]=[CH:28][CH:27]=[CH:26][C:25]=3[C:24]([C:32]3[CH:37]=[CH:36][C:35]([C:38]4[CH:47]=[CH:46][C:45]5[C:40](=[CH:41][CH:42]=[CH:43][CH:44]=5)[CH:39]=4)=[CH:34][CH:33]=3)(O)[C:23]3[C:18]2=[CH:19][CH:20]=[CH:21][CH:22]=3)=[CH:13][CH:12]=1.I.[PH2](O)=O>C(O)(=O)C>[CH:1]1[C:10]2[C:5](=[CH:6][CH:7]=[CH:8][CH:9]=2)[CH:4]=[CH:3][C:2]=1[C:11]1[CH:12]=[CH:13][C:14]([C:17]2[C:18]3[C:23]([C:24]([C:32]4[CH:37]=[CH:36][C:35]([C:38]5[CH:47]=[CH:46][C:45]6[C:40](=[CH:41][CH:42]=[CH:43][CH:44]=6)[CH:39]=5)=[CH:34][CH:33]=4)=[C:25]4[C:30]=2[CH:29]=[CH:28][CH:27]=[CH:26]4)=[CH:22][CH:21]=[CH:20][CH:19]=3)=[CH:15][CH:16]=1. Procedure details: 9,10-bis(4-(2-Naphthyl)phenyl)-9,10-dihydroxy-9,10-dihydro-anthracene (3.5 g, 5.7 mmole) was suspended in acetic acid (80 ml). To the resultant suspension, a 57% hydroiodic acid (15 ml, 0.11 mole, 20 eq) was added and the obtained mixture was stirred at 100° C. for 7 hours. To the reaction mixture, a 50% aqueous solution of hypophosphorous acid (30 ml) was added. The formed solid was separated by filtration and washed with water, methanol and acetone and a white solid (3.3 g, 98%) was obtained. Starting materials: N=C(OCc1ccccc1)C(Cl)(Cl)Cl, ClCCl, COC(=O)C(C)(C)C(O)c1ccc2c(cnn2-c2ccc(F)cc2)c1. Yields the product COC(=O)C(C)(C)C(OCc1ccccc1)c1ccc2c(cnn2-c2ccc(F)cc2)c1. RXN SMILES: [CH2:26]([c:27]1[cH:28][cH:29][cH:30][cH:31][cH:32]1)[O:33][C:34](=[NH:35])[C:36]([Cl:37])([Cl:38])[Cl:39].[Cl:40][CH2:41][Cl:42].[F:1][c:2]1[cH:3][cH:4][c:5](-[n:8]2[n:9][cH:10][c:11]3[cH:12][c:13]([CH:17]([C:18]([C:19](=[O:20])[O:21][CH3:22])([CH3:23])[CH3:24])[OH:25])[cH:14][cH:15][c:16]23)[cH:6][cH:7]1>>[F:1][c:2]1[cH:3][cH:4][c:5](-[n:8]2[n:9][cH:10][c:11]3[cH:12][c:13]([CH:17]([C:18]([C:19](=[O:20])[O:21][CH3:22])([CH3:23])[CH3:24])[O:25][CH2:26][c:27]4[cH:28][cH:29][cH:30][cH:31][cH:32]4)[cH:14][cH:15][c:16]23)[cH:6][cH:7]1. Starting materials: CC1(OB(OC1(C)C)C=1C=CC(=NC1)NC(=O)NC1=CC(=CC=C1)C(F)(F)F)C (N-[5-(4,4,5,5-tetramethyl-1,3,2-dioxaborolan-2-yl)pyridin-2-yl]-N′-[3-(trifluoromethyl)phenyl]urea), Cl (HCl), BrC1=CC(=C(C=C1)C1(CCC1)OCC(=O)O)F ({[1-(4-bromo-2-fluorophenyl)cyclobutyl]oxy}acetic acid), P(=O)([O-])([O-])[O-].[K+].[K+].[K+] (potassium phosphate). Reagents/catalysts: [Pd](Cl)Cl.C(C)(C)(C)P([C-]1C=CC=C1)C(C)(C)C.[C-]1(C=CC=C1)P(C(C)(C)C)C(C)(C)C.[Fe+2] (1,1′-bis(di-tert-butylphosphino)ferrocene palladium (II) dichloride). Run in C(C)O (ethanol), CN(C(C)=O)C (N,N-dimethylacetamide), O (water), O (water). Run at temperature 90 celsius. Product: FC1=C(C=CC(=C1)C=1C=NC(=CC1)NC(=O)NC1=CC(=CC=C1)C(F)(F)F)C1(CCC1)OCC(=O)O ({[1-(2-fluoro-4-{6-[({[3-(trifluoromethyl)phenyl]amino}carbonyl)amino]pyridin-3-yl}phenyl)cyclobutyl]oxy}acetic acid). RXN SMILES: CC1(C)C(C)(C)OB([C:9]2[CH:10]=[CH:11][C:12]([NH:15][C:16]([NH:18][C:19]3[CH:24]=[CH:23][CH:22]=[C:21]([C:25]([F:28])([F:27])[F:26])[CH:20]=3)=[O:17])=[N:13][CH:14]=2)O1.Br[C:31]1[CH:36]=[CH:35][C:34]([C:37]2([O:41][CH2:42][C:43]([OH:45])=[O:44])[CH2:40][CH2:39][CH2:38]2)=[C:33]([F:46])[CH:32]=1.P([O-])([O-])([O-])=O.[K+].[K+].[K+].Cl>[Pd](Cl)Cl.C(P(C(C)(C)C)[C-]1C=CC=C1)(C)(C)C.[C-]1(P(C(C)(C)C)C(C)(C)C)C=CC=C1.[Fe+2].O.C(O)C.CN(C)C(=O)C>[F:46][C:33]1[CH:32]=[C:31]([C:9]2[CH:14]=[N:13][C:12]([NH:15][C:16]([NH:18][C:19]3[CH:24]=[CH:23][CH:22]=[C:21]([C:25]([F:26])([F:27])[F:28])[CH:20]=3)=[O:17])=[CH:11][CH:10]=2)[CH:36]=[CH:35][C:34]=1[C:37]1([O:41][CH2:42][C:43]([OH:45])=[O:44])[CH2:40][CH2:39][CH2:38]1 |f:2.3.4.5,7.8.9.10|. Reported procedure: A 25 mL vial was charged with the product from Example 60C (459 mg, 1.128 mmol), the product from Example 60B (342 mg, 1.128 mmol), dibasic potassium phosphate (590 mg, 3.38 mmol), and 1,1′-bis(di-tert-butylphosphino)ferrocene palladium (II) dichloride (7.38 mg, 0.011 mmol), N,N-dimethylacetamide (4 mL), ethanol (4.00 ml) and water (2 mL). The suspension was stirred and heated to 90° C., whereupon the reaction became homogenous. After heating at 90° C. for 1 hour, the reaction was copied to room... Starting materials: O=C1CCC(=O)N1Br, C1CCOC1, CCCCCn1c2nc[nH]c2c(=O)n2c(CCN)nnc12. The product is CCCCCn1c2nc(Br)[nH]c2c(=O)n2c(CCN)nnc12. RXN SMILES: [Br:22][N:23]1[C:24](=[O:25])[CH2:26][CH2:27][C:28]1=[O:29].[CH2:30]1[O:31][CH2:32][CH2:33][CH2:34]1.[NH2:1][CH2:2][CH2:3][c:4]1[n:5][n:6][c:7]2[n:8]1[c:9](=[O:21])[c:10]1[nH:11][cH:12][n:13][c:14]1[n:15]2[CH2:16][CH2:17][CH2:18][CH2:19][CH3:20]>>[NH2:1][CH2:2][CH2:3][c:4]1[n:5][n:6][c:7]2[n:8]1[c:9](=[O:21])[c:10]1[nH:11][c:12]([Br:22])[n:13][c:14]1[n:15]2[CH2:16][CH2:17][CH2:18][CH2:19][CH3:20]. Starting materials: [H-].[Na+] (sodium hydride), N1N=CN=C1 (1H-1,2,4-triazole), 21, CS(=O)(=O)OCC(CCC1=CC=C(C=C1)Cl)C1=CC=C(C=C1)Cl (2,4-bis(4-chlorophenyl)butyl methanesulfonate). The solvent is CN(C=O)C (N,N-dimethylformamide), CN(C=O)C (N,N-dimethylformamide), CN(C=O)C (N,N-dimethylformamide). Run at time 15 minute. Yields the product Cl.ClC1=CC=C(C=C1)C(CN1N=CN=C1)CCC1=CC=C(C=C1)Cl (1-[2,4-bis(4-chlorophenyl)butyl]-1H-1,2,4-triazole hydrochloride). Isolated yield 32.5%. RXN SMILES: [H-].[Na+].CS(O[CH2:8][CH:9]([C:19]1[CH:24]=[CH:23][C:22]([Cl:25])=[CH:21][CH:20]=1)[CH2:10][CH2:11][C:12]1[CH:17]=[CH:16][C:15]([Cl:18])=[CH:14][CH:13]=1)(=O)=O.[NH:26]1[CH:30]=[N:29][CH:28]=[N:27]1>CN(C)C=O>[ClH:18].[Cl:25][C:22]1[CH:23]=[CH:24][C:19]([CH:9]([CH2:10][CH2:11][C:12]2[CH:17]=[CH:16][C:15]([Cl:18])=[CH:14][CH:13]=2)[CH2:8][N:26]2[CH:30]=[N:29][CH:28]=[N:27]2)=[CH:20][CH:21]=1 |f:0.1,5.6|. Procedure: To a stirred mixture of 3.8 parts of a sodium hydride dispersion 78% and 90 parts of N,N-dimethylformamide is added dropwise a solution of 21 parts of 2,4-bis(4-chlorophenyl)butyl methanesulfonate in 45 parts of N,N-dimethylformamide. After stirring for 15 minutes at room temperature, there is added a solution of 7.6 parts of 1H-1,2,4-triazole in 45 parts of N,N-dimethylformamide. The whole is heated slowly to 100° C. and stirring is continued for 2 hours at 100° C. The reaction mixture is poure...